Dataset: the Open Reaction Database (ORD), a public repository of structured organic reaction records. Task: describe an organic reaction: reactants, conditions, products, and yield The reactants are O=CN(CC1(C(=O)O)CCCCC1)OCc1ccccc1, CCN=C=NCCCN(C)C, Cl, NNc1nccc(C(F)(F)F)n1, CN(C)C=O, On1nnc2cccnc21. The product is O=CN(CC1(C(=O)NNc2nccc(C(F)(F)F)n2)CCCCC1)OCc1ccccc1. As a reaction SMILES: [CH2:1]([c:2]1[cH:3][cH:4][cH:5][cH:6][cH:7]1)[O:8][N:9]([CH:10]=[O:11])[CH2:12][C:13]1([C:19](=[O:20])[OH:21])[CH2:14][CH2:15][CH2:16][CH2:17][CH2:18]1.[CH3:45][N:46]([CH3:47])[CH2:48][CH2:49][CH2:50][N:51]=[C:52]=[N:53][CH2:54][CH3:55].[ClH:44].[NH:22]([NH2:23])[c:24]1[n:25][cH:26][cH:27][c:28]([C:30]([F:31])([F:32])[F:33])[n:29]1.[O:56]=[CH:57][N:58]([CH3:59])[CH3:60].[OH:34][n:35]1[c:36]2[n:37][cH:38][cH:39][cH:40][c:41]2[n:42][n:43]1>>[CH2:1]([c:2]1[cH:3][cH:4][cH:5][cH:6][cH:7]1)[O:8][N:9]([CH:10]=[O:11])[CH2:12][C:13]1([C:19](=[O:21])[NH:23][NH:22][c:24]2[n:25][cH:26][cH:27][c:28]([C:30]([F:31])([F:32])[F:33])[n:29]2)[CH2:14][CH2:15][CH2:16][CH2:17][CH2:18]1.